This data is from the Open Reaction Database (ORD), a public repository of structured organic reaction records. The task is: describe an organic reaction: reactants, conditions, products, and yield The reactants are Cl.CCOCC (HCl ether), C(C)(=O)C1=NC=CC=C1 (2-acetyl pyridine), C(C)(C)(C)OC(=O)NCCN(CCNC(=O)OC(C)(C)C)C1=C(C=CC(=C1)C)C#N (bis(2-tert-butoxycarbonylaminoethyl)amino-4-methylphenylcyanide), [BH4-].[Na+] (NaBH4). Run in CO (MeOH). The product is N1=C(C=CC=C1)C=O (pyridine-2-carboxaldehyde), [BH4-].[Na+] (NaBH4), Cl (HCl), compound 110. As a reaction SMILES: C(OC(NCCN(C1C=C(C)C=CC=1C#N)CCNC(OC(C)(C)C)=O)=O)(C)(C)C.[ClH:31].CCOCC.[C:37]([C:40]1[CH:45]=[CH:44][CH:43]=[CH:42][N:41]=1)(=[O:39])C.[BH4-:46].[Na+:47]>CO>[N:41]1[CH:42]=[CH:43][CH:44]=[CH:45][C:40]=1[CH:37]=[O:39].[BH4-:46].[Na+:47].[ClH:31] |f:1.2,4.5,8.9|. Reported procedure: The resultant bis(2-tert-butoxycarbonylaminoethyl)amino-4-methylphenylcyanide was deprotected using HCl/ether, condensed with 2-acetyl pyridine (0.01 mol) in MeOH, and then reduced by NaBH4. After sequential treatments with pyridine-2-carboxaldehyde, NaBH4, and HCl, compound 110 was obtained in 75% overall yield. Starting materials: OCC1=CC=CC=2N(C3=CC=CC=C3OC12)C(C)C1=CC=CC=C1 (4-hydroxymethyl-N-(α-phenylethyl)phenoxazine), C(Cl)Cl (methylene chloride). Reaction conditions: time 1 hour. The product is ClCC1=CC=CC=2N(C3=CC=CC=C3OC12)C(C)C1=CC=CC=C1 (4-(Chloromethyl)-N-(α-phenylethyl)phenoxazine). Reaction SMILES: O[CH2:2][C:3]1[C:16]2[O:15][C:14]3[C:9](=[CH:10][CH:11]=[CH:12][CH:13]=3)[N:8]([CH:17]([C:19]3[CH:24]=[CH:23][CH:22]=[CH:21][CH:20]=3)[CH3:18])[C:7]=2[CH:6]=[CH:5][CH:4]=1.C(Cl)[Cl:26]>>[Cl:26][CH2:2][C:3]1[C:16]2[O:15][C:14]3[C:9](=[CH:10][CH:11]=[CH:12][CH:13]=3)[N:8]([CH:17]([C:19]3[CH:24]=[CH:23][CH:22]=[CH:21][CH:20]=3)[CH3:18])[C:7]=2[CH:6]=[CH:5][CH:4]=1. Reported procedure: 4-hydroxymethyl-N-(α-phenylethyl)phenoxazine (Example 4) dissolved in 50 ml of dry methylene chloride. The reaction mixture was stirred at room temperature under anhydrous conditions for 1 hour and the solvent removed under vacuo, to yield a solution of Starting materials: C(/C=C/CCl)Cl (1,4-dichlorobutene-2), CN(C)C (trimethylamine). The solvent is C1(=CC=CC=C1)C (toluene). Run at temperature 110 celsius. The product is [Cl-].ClCC=CC[N+](C)(C)C (4-chloro-2-butenyltrimethylammonium chloride). Yield: 82.0%. RXN SMILES: [CH2:1]([Cl:6])/[CH:2]=[CH:3]/[CH2:4][Cl:5].[CH3:7][N:8]([CH3:10])[CH3:9]>C1(C)C=CC=CC=1>[Cl-:5].[Cl:6][CH2:1][CH:2]=[CH:3][CH2:4][N+:8]([CH3:10])([CH3:9])[CH3:7] |f:3.4|. Procedure: About 125 parts of 1,4-dichlorobutene-2 and 60 parts of trimethylamine are mixed with 700 parts toluene. This mixture is allowed to react (reflux) at 110°C. for 18 hours. This mixture yields about 82% 4-chloro-2-butenyltrimethylammonium chloride. Starting materials: O=C1Cc2cc(CCCl)c(Cl)cc2N1, O, c1ccc2c(N3CCNCC3)nsc2c1. Product: O=C1Cc2cc(CCN3CCN(c4nsc5ccccc45)CC3)c(Cl)cc2N1. RXN SMILES: [Cl:1][CH2:2][CH2:3][c:4]1[cH:5][c:6]2[c:10]([cH:11][c:12]1[Cl:13])[NH:9][C:8](=[O:14])[CH2:7]2.[OH2:30].[s:15]1[n:16][c:17]([N:24]2[CH2:25][CH2:26][NH:27][CH2:28][CH2:29]2)[c:18]2[c:19]1[cH:20][cH:21][cH:22][cH:23]2>>[CH2:2]([CH2:3][c:4]1[cH:5][c:6]2[c:10]([cH:11][c:12]1[Cl:13])[NH:9][C:8](=[O:14])[CH2:7]2)[N:27]1[CH2:26][CH2:25][N:24]([c:17]2[n:16][s:15][c:19]3[c:18]2[cH:23][cH:22][cH:21][cH:20]3)[CH2:29][CH2:28]1.